This data is from the Open Reaction Database (ORD), a public repository of structured organic reaction records. The task is: describe an organic reaction: reactants, conditions, products, and yield Reactants: OC1=C(C=CC(=C1CCC)OCC1=CC=C(C=C1)CBr)C(C)=O (1-[2-Hydroxy-3-propyl-4-(4-bromomethylphenylmethoxy)phenyl]ethanone), [C-]#N.[K+] (potassium cyanide). Solvent: CS(=O)C (dimethylsulphoxide). Run at time 2 hour. Product: OC1=C(C=CC(=C1CCC)OCC1=CC=C(C=C1)CC#N)C(C)=O (1-[2-Hydroxy-3-propyl-4-(4-cyanomethylphenylmethoxy)phenyl]ethanone). As a reaction SMILES: [OH:1][C:2]1[C:7]([CH2:8][CH2:9][CH3:10])=[C:6]([O:11][CH2:12][C:13]2[CH:18]=[CH:17][C:16]([CH2:19]Br)=[CH:15][CH:14]=2)[CH:5]=[CH:4][C:3]=1[C:21](=[O:23])[CH3:22].[C-:24]#[N:25].[K+]>CS(C)=O>[OH:1][C:2]1[C:7]([CH2:8][CH2:9][CH3:10])=[C:6]([O:11][CH2:12][C:13]2[CH:18]=[CH:17][C:16]([CH2:19][C:24]#[N:25])=[CH:15][CH:14]=2)[CH:5]=[CH:4][C:3]=1[C:21](=[O:23])[CH3:22] |f:1.2|. Procedure details: 1-[2-Hydroxy-3-propyl-4-(4-bromomethylphenylmethoxy)phenyl]ethanone (7.2 g; 0.02 m) and potassium cyanide (2.5 g; 0.04 m) where dissolved in dry dimethylsulphoxide (60 ml) and stirred at room temperature for 2 hours. The solution was poured onto water with stirring and filtered to give a cream solid, which was dried at 60° C. under reduced pressure; Recrystallised from ethanol to give a pale cream crystalline solid m.p. 75°-76° C. The reactants are C(C1=CC=CC=C1)(=O)C1=C(OC(CCC(=O)OC(C)(C)C)C2=C(C=CC=C2)C)C=C(C=C1)OCC=1C=NC=CC1 (tert-butyl 4-[2-benzoyl-5-(pyridin-3-ylmethoxy)phenoxy]-4-(2-methylphenyl)butanoate), [OH-].[Na+] (sodium hydroxide). Solvent: CO (methanol), O1CCCC1 (tetrahydrofuran). Conditions: time 24 hour. Yields the product C(C1=CC=CC=C1)(=O)C1=C(OC(CCC(=O)O)C2=C(C=CC=C2)C)C=C(C=C1)OCC=1C=NC=CC1 (4-[2-benzoyl-5-(pyridin-3-ylmethoxy)phenoxy]-4-(2-methylphenyl)butanoic acid). RXN SMILES: [C:1]([C:9]1[CH:32]=[CH:31][C:30]([O:33][CH2:34][C:35]2[CH:36]=[N:37][CH:38]=[CH:39][CH:40]=2)=[CH:29][C:10]=1[O:11][CH:12]([C:22]1[CH:27]=[CH:26][CH:25]=[CH:24][C:23]=1[CH3:28])[CH2:13][CH2:14][C:15]([O:17]C(C)(C)C)=[O:16])(=[O:8])[C:2]1[CH:7]=[CH:6][CH:5]=[CH:4][CH:3]=1.[OH-].[Na+]>CO.O1CCCC1>[C:1]([C:9]1[CH:32]=[CH:31][C:30]([O:33][CH2:34][C:35]2[CH:36]=[N:37][CH:38]=[CH:39][CH:40]=2)=[CH:29][C:10]=1[O:11][CH:12]([C:22]1[CH:27]=[CH:26][CH:25]=[CH:24][C:23]=1[CH3:28])[CH2:13][CH2:14][C:15]([OH:17])=[O:16])(=[O:8])[C:2]1[CH:7]=[CH:6][CH:5]=[CH:4][CH:3]=1 |f:1.2|. Procedure: A solution of tert-butyl 4-[2-benzoyl-5-(pyridin-3-ylmethoxy)phenoxy]-4-(2-methylphenyl)butanoate, thought to be the (R)-enantiomer, (1 g) in a mixture of methanol (10 mL) and tetrahydrofuran (10 mL) is treated with 5 M aqueous sodium hydroxide solution (7.5 mL) and the reaction stirred at ambient temperature for 24 hours. The reaction is concentrated to low volume, acidified to pH 5 with dilute hydrochloric acid, and extracted into dichloromethane (2×30 mL). The combined organic layers are wash...